From a dataset of the Open Reaction Database (ORD), a public repository of structured organic reaction records. describe an organic reaction: reactants, conditions, products, and yield Starting materials: FC1=CC(=CC=2OC(COC21)COS(=O)(=O)C2=CC=C(C=C2)C)S(=O)(=O)C ([5-fluoro-7-(methylsulfonyl)-2,3-dihydro-1,4-benzodioxin-2-yl]methyl-4-methylbenzenesulfonate), ( 2 ), ( 3 ), CNC (N-methylmethanamine), ( 2 ). Run in C(C)#N (ACN). Product: FC1=CC(=CC=2OC(COC21)CN(C)C)S(=O)(=O)C (1-[5-FLUORO-7-(METHYLSULFONYL)-2,3-DIHYDRO-1,4-BENZODIOXIN-2-YL]-N,N-DIMETHYLMETHANAMINE). Reaction SMILES: [F:1][C:2]1[C:11]2[O:10][CH2:9][CH:8]([CH2:12]OS(C3C=CC(C)=CC=3)(=O)=O)[O:7][C:6]=2[CH:5]=[C:4]([S:24]([CH3:27])(=[O:26])=[O:25])[CH:3]=1.[CH3:28][NH:29][CH3:30]>C(#N)C>[F:1][C:2]1[C:11]2[O:10][CH2:9][CH:8]([CH2:12][N:29]([CH3:30])[CH3:28])[O:7][C:6]=2[CH:5]=[C:4]([S:24]([CH3:27])(=[O:26])=[O:25])[CH:3]=1. Reported procedure: Preparation according to Example 42 using [5-fluoro-7-(methylsulfonyl)-2,3-dihydro-1,4-benzodioxin-2-yl]methyl-4-methylbenzenesulfonate (0.005 g, 0.012 mmol), N-methylmethanamine (0.5 ml, 2.0 M in MeOH), ACN (2.5 ml). MS m/z (rel. intensity, 70 eV) 289 (M+, 1), 84 (2), 69 (2), 59 (3), 58 (bp).